Dataset: the Open Reaction Database (ORD), a public repository of structured organic reaction records. Task: describe an organic reaction: reactants, conditions, products, and yield Product: COC1=C(CN=C=S)C=CC=C1 ((2-methoxybenzyl)isothiocyanate). Reaction conditions: time 1 hour. Procedure details: To a solution of 2-methoxybenzylamine (1.80 g) in diethylether (20 ml) was added dropwise under ice-cooling for 10 minutes thiophosgene (1.54 g). The mixture was stirred at room temperature for 1 hour. To the reaction solution was added water (30 ml), extracted with diethylether (60 ml), dried over anhydrous magnesium sulfate and concentrated under reduced pressure to give (2-methoxybenzyl)isothiocyanate (2.35 g, yield: 99%) as brown oil. Isolated yield 99.9%. Starting materials: C(=S)(Cl)Cl (thiophosgene), COC1=C(CN)C=CC=C1 (2-methoxybenzylamine), O (water). Run in C(C)OCC (diethylether). RXN SMILES: [CH3:1][O:2][C:3]1[CH:10]=[CH:9][CH:8]=[CH:7][C:4]=1[CH2:5][NH2:6].[C:11](Cl)(Cl)=[S:12].O>C(OCC)C>[CH3:1][O:2][C:3]1[CH:10]=[CH:9][CH:8]=[CH:7][C:4]=1[CH2:5][N:6]=[C:11]=[S:12]. Starting materials: FC1=CC=C(C=C1)C(C)=O (4′-fluoroacetophenone), C=1C=CC2=C(C1)N=NN2O (HOBt), Cl.NCC(=O)N1CCC(CC1)OC=1C=NC=C(C1)Cl (2-amino-1-[4-(5-chloro-pyridin-3-yloxy)-piperidin-1-yl]-ethanone hydrochloride), CCN(C(C)C)C(C)C (DIPEA), FC1=CC=C(C=C1)C1=CC(=NO1)C(=O)O (5-(4-fluoro-phenyl)-isoxazole-3-carboxylic acid), Intermediate 25, CCN=C=NCCCN(C)C.Cl (EDCI.HCl). Run in CN(C)C=O (DMF), O (water). Conditions: time 8 hour. Yields the product ClC=1C=C(C=NC1)OC1CCN(CC1)C(CNC(=O)C1=NOC(=C1)C1=CC=C(C=C1)F)=O (5-(4-fluoro-phenyl)-isoxazole-3-carboxylic acid {2-[4-(5-chloro-pyridin-3-yloxy)-piperidin-1-yl]-2-oxo-ethyl}-amide). Yield: 17.9%. Reaction SMILES: CCN(C(C)C)C(C)C.[F:10][C:11]1[CH:16]=[CH:15][C:14]([C:17]2[O:21][N:20]=[C:19]([C:22]([OH:24])=O)[CH:18]=2)=[CH:13][CH:12]=1.FC1C=CC(C(=O)C)=CC=1.C1C=CC2N(O)N=NC=2C=1.CCN=C=NCCCN(C)C.Cl.Cl.[NH2:58][CH2:59][C:60]([N:62]1[CH2:67][CH2:66][CH:65]([O:68][C:69]2[CH:70]=[N:71][CH:72]=[C:73]([Cl:75])[CH:74]=2)[CH2:64][CH2:63]1)=[O:61]>CN(C=O)C.O>[Cl:75][C:73]1[CH:74]=[C:69]([O:68][CH:65]2[CH2:64][CH2:63][N:62]([C:60](=[O:61])[CH2:59][NH:58][C:22]([C:19]3[CH:18]=[C:17]([C:14]4[CH:13]=[CH:12][C:11]([F:10])=[CH:16][CH:15]=4)[O:21][N:20]=3)=[O:24])[CH2:67][CH2:66]2)[CH:70]=[N:71][CH:72]=1 |f:4.5,6.7|. Procedure details: DIPEA (253 mg, 1.96 mmol) was added to a stirred solution of 5-(4-fluoro-phenyl)-isoxazole-3-carboxylic acid (81 mg, 0.39 mmol) (prepared by the method used for the synthesis of Intermediate 25, starting from 4′-fluoroacetophenone) in DMF (2 mL), followed by HOBt (56 mg, 0.41 mmol) and EDCI.HCl (79 mg, 0.41 mmol). After 2 minutes 2-amino-1-[4-(5-chloro-pyridin-3-yloxy)-piperidin-1-yl]-ethanone hydrochloride (120 mg, 0.39 mmol) (prepared according to Step 1 and 5 of the General Scheme) was added ... As a reaction SMILES: [NH2:1][C:2]1[CH:7]=[CH:6][C:5]([OH:8])=[CH:4][CH:3]=1.C1COCC1.Cl[C:15]1[CH:20]=[C:19]([Cl:21])[N:18]=[C:17]([NH2:22])[CH:16]=1.O>CS(C)=O>[NH2:1][C:2]1[CH:7]=[CH:6][C:5]([O:8][C:15]2[CH:20]=[C:19]([Cl:21])[N:18]=[C:17]([NH2:22])[CH:16]=2)=[CH:4][CH:3]=1. Procedure details: A stirred solution of 4-aminophenol (335 mg, 3.1 mmol) in anhydrous DMSO (8 ml) was flushed with nitrogen and treated with 1M KOBut/THF solution (3.1 ml, 3.1 mmol). The mixture was stirred at room temperature under nitrogen for 10 minutes. 4,6-dichloropyridin-2-ylamine (500 mg, 3.1 mmol) was added and the mixture was heated at 88° C. for 16 hours, cooled to room temperature and poured into 100 ml of water. The resulting precipitates were filtered, washed with water and dried to give the crude pr... The reactants are O (water), NC1=CC=C(C=C1)O (4-aminophenol), ClC1=CC(=NC(=C1)Cl)N (4,6-dichloropyridin-2-ylamine), C1CCOC1 (THF). Product: NC1=CC=C(OC2=CC(=NC(=C2)Cl)N)C=C1 (4-(4-aminophenoxy)-6-chloropyridin-2-amine). Solvent: CS(=O)C (DMSO). Reaction conditions: time 10 minute. The reactants are CC(=O)OC(C)=O, CC(=O)O, CN(C)Cc1cc(N)cc2c(Nc3cccc(Br)c3)c(C#N)cnc12. Product: CC(=O)Nc1cc(CN(C)C)c2ncc(C#N)c(Nc3cccc(Br)c3)c2c1. RXN SMILES: [CH3:26][C:27](=[O:28])[O:29][C:30](=[O:31])[CH3:32].[CH3:33][C:34](=[O:35])[OH:36].[NH2:1][c:2]1[cH:3][c:4]2[c:5]([NH:18][c:19]3[cH:20][c:21]([Br:25])[cH:22][cH:23][cH:24]3)[c:6]([C:16]#[N:17])[cH:7][n:8][c:9]2[c:10]([CH2:12][N:13]([CH3:14])[CH3:15])[cH:11]1>>[NH:1]([c:2]1[cH:3][c:4]2[c:5]([NH:18][c:19]3[cH:20][c:21]([Br:25])[cH:22][cH:23][cH:24]3)[c:6]([C:16]#[N:17])[cH:7][n:8][c:9]2[c:10]([CH2:12][N:13]([CH3:14])[CH3:15])[cH:11]1)[C:27]([CH3:26])=[O:28]. The reactants are C(C)(=O)C1=CSC=C1 (3-acetylthiophene), C1(=CC=CC=C1)CCN (phenylethyl amine), C=O (paraformaldehyde). Run in O1CCOCC1 (dioxane). The product is C(CC1=CC=CC=C1)NCCC(=O)C1=CSC=C1 (2-(N-phenethyl)aminoethyl-3-thiophenylketone). As a reaction SMILES: [C:1]([C:4]1[CH:8]=[CH:7][S:6][CH:5]=1)(=[O:3])[CH3:2].[C:9]1([CH2:15][CH2:16][NH2:17])[CH:14]=[CH:13][CH:12]=[CH:11][CH:10]=1.[CH2:18]=O>O1CCOCC1>[CH2:16]([NH:17][CH2:18][CH2:2][C:1]([C:4]1[CH:8]=[CH:7][S:6][CH:5]=1)=[O:3])[CH2:15][C:9]1[CH:14]=[CH:13][CH:12]=[CH:11][CH:10]=1. Procedure details: 3-acetylthiophene (126 mg), phenylethyl amine (121 mg), and paraformaldehyde (40 mg) were reacted in dioxane (0.2 ml) at 130° C. for 2 hours. The reactants are C(C)(C)(C)N1N=C(C=2C(=NC=CC21)OC)C=2C=C(SC2)C(=O)OC (methyl 4-(1-tert-butyl-4-methoxy-1H-pyrazolo[4,3-c]pyridin-3-yl)thiophene-2-carboxylate), CO (methanol), Cl (hydrochloric acid), [OH-].[Na+] (sodium hydroxide). Run in O (water), C1CCOC1 (THF). Conditions: time 8 hour. Yields the product C(C)(C)(C)N1N=C(C=2C(=NC=CC21)OC)C=2C=C(SC2)C(=O)O (4-(1-tert-butyl-4-methoxy-1H-pyrazolo[4,3-c]pyridin-3-yl)thiophene-2-carboxylic acid). Yield: 83.2%. Reaction SMILES: [C:1]([N:5]1[C:13]2[CH:12]=[CH:11][N:10]=[C:9]([O:14][CH3:15])[C:8]=2[C:7]([C:16]2[CH:17]=[C:18]([C:21]([O:23]C)=[O:22])[S:19][CH:20]=2)=[N:6]1)([CH3:4])([CH3:3])[CH3:2].CO.[OH-].[Na+].Cl>O.C1COCC1>[C:1]([N:5]1[C:13]2[CH:12]=[CH:11][N:10]=[C:9]([O:14][CH3:15])[C:8]=2[C:7]([C:16]2[CH:17]=[C:18]([C:21]([OH:23])=[O:22])[S:19][CH:20]=2)=[N:6]1)([CH3:4])([CH3:2])[CH3:3] |f:2.3|. Procedure: To a mixture of methyl 4-(1-tert-butyl-4-methoxy-1H-pyrazolo[4,3-c]pyridin-3-yl)thiophene-2-carboxylate (1.88 g) in a mixed solvent of methanol (30 mL)/THF (30 mL)/water (25 mL) was added 1N aqueous sodium hydroxide solution (5.44 mL) at room temperature, and the mixture was stirred overnight at room temperature. To the reaction mixture was added 1N hydrochloric acid, and the mixture was concentrated under reduced pressure. The residue was washed with water, and dried in vacuum to give the title...